From a dataset of the Open Reaction Database (ORD), a public repository of structured organic reaction records. describe an organic reaction: reactants, conditions, products, and yield RXN SMILES: [CH2:1]([O:3][C:4]1[CH:13]=[CH:12][C:11]2[C:6](=[C:7]([F:15])[C:8]([F:14])=[CH:9][CH:10]=2)[C:5]=1[F:16])[CH3:2].C([Li])CCC.CCCCCC.[CH2:28]([C@H:32]1[CH2:37][CH2:36][C@H:35]([C@H:38]2[CH2:43][CH2:42][C@H:41]([CH2:44][CH:45]=[O:46])[CH2:40][CH2:39]2)[CH2:34][CH2:33]1)[CH2:29][CH2:30][CH3:31].Cl>O1CCCC1>[CH2:1]([O:3][C:4]1[C:5]([F:16])=[C:6]2[C:11]([CH:10]=[C:9]([CH:45]([OH:46])[CH2:44][C@H:41]3[CH2:40][CH2:39][C@H:38]([C@H:35]4[CH2:36][CH2:37][C@H:32]([CH2:28][CH2:29][CH2:30][CH3:31])[CH2:33][CH2:34]4)[CH2:43][CH2:42]3)[C:8]([F:14])=[C:7]2[F:15])=[CH:12][CH:13]=1)[CH3:2] |f:1.2|. Conditions: temperature 0 celsius, time 2 hour. The reactants are C(CCC)[C@@H]1CC[C@H](CC1)[C@@H]1CC[C@H](CC1)CC=O (trans-4-(trans-4-butylcyclohexyl)cyclohexylacetoaldehyde), Cl (hydrochloric acid), C(C)OC1=C(C2=C(C(=CC=C2C=C1)F)F)F (2-ethoxy-1,7,8-trifluoronaphthalene), C(CCC)[Li].CCCCCC (butyllithium hexane). Run in O1CCCC1 (tetrahydrofuran), O1CCCC1 (tetrahydrofuran). The product is C(C)OC1=CC=C2C=C(C(=C(C2=C1F)F)F)C(C[C@@H]1CC[C@H](CC1)[C@@H]1CC[C@H](CC1)CCCC)O (7-ethoxy-3-[2-[trans-4-(trans-4-butylcyclohexyl)cyclohexyl]-1-hydroxyethyl]-1,2,8-trifluoronaphthalene). Procedure: A tetrahydrofuran (50 ml) solution of 2-ethoxy-1,7,8-trifluoronaphthalene (9.4 g) was cooled to −60° C. Then, a 1.58 M butyllithium/hexane solution (47 ml) was added dropwise to this solution, followed by stirring for 2 hours. A tetrahydrofuran (50 ml) solution of trans-4-(trans-4-butylcyclohexyl)cyclohexylacetoaldehyde (13.2 g) was added dropwise at −50° C. . After stirring for 2 hours, the reaction temperature was increased to 0° C. 10% hydrochloric acid was added to the reaction solution. The...